This data is from the Open Reaction Database (ORD), a public repository of structured organic reaction records. The task is: describe an organic reaction: reactants, conditions, products, and yield Reactants: BrCCCC1=CC=CC=C1 (1-bromo-3-phenylpropane), C(C)(=O)N1CCC(CC1)O (1-Acetylpiperidin-4-ol), [H-].[Na+] (sodium hydride). Solvent: C(C)(C)O (isopropyl alcohol), O (water), CN(C=O)C (N,N-dimethylformamide), O (Water), CN(C=O)C (N,N-dimethylformamide), CN(C=O)C (N,N-dimethylformamide). Conditions: time 4 hour. Product: C(C)(=O)N1CCC(CC1)OCCCC1=CC=CC=C1 (1-acetyl-4-[(3-phenylpropyl)oxy]piperidine). Yield: 27.4%. Reaction SMILES: [C:1]([N:4]1[CH2:9][CH2:8][CH:7]([OH:10])[CH2:6][CH2:5]1)(=[O:3])[CH3:2].[H-].[Na+].Br[CH2:14][CH2:15][CH2:16][C:17]1[CH:22]=[CH:21][CH:20]=[CH:19][CH:18]=1>CN(C)C=O.C(O)(C)C.O>[C:1]([N:4]1[CH2:9][CH2:8][CH:7]([O:10][CH2:14][CH2:15][CH2:16][C:17]2[CH:22]=[CH:21][CH:20]=[CH:19][CH:18]=2)[CH2:6][CH2:5]1)(=[O:3])[CH3:2] |f:1.2|. Procedure details: 1-Acetylpiperidin-4-ol (Preparation 193, 8 g, 60 mmol) in N,N-dimethylformamide (50 ml) was added dropwise to a stirred suspension of sodium hydride (50% wt dispersion in oil, 3.68 g, 80 mmol) in N,N-dimethylformamide (50 ml) at room temperature under nitrogen. After stirring the reaction mixture for 4 hours, 1-bromo-3-phenylpropane (12.94 g, 65 mmol) in N,N-dimethylformamide (50 ml) was added dropwise to the solution at 0° C. and the reaction mixture was stirred for a further 4 h. The solution ...